From a dataset of the Open Reaction Database (ORD), a public repository of structured organic reaction records. describe an organic reaction: reactants, conditions, products, and yield Starting materials: NC1=C(C=C(C=C1)C(=O)N1CCN(CC1)CC1=CC=C(C=C1)C(C(F)(F)F)(C(F)(F)F)O[Si](C)(C)C(C)(C)C)F ((4-amino-3-fluorophenyl)(4-(4-(2-(tert-butyldimethylsilyloxy)-1,1,1,3,3,3-hexafluoropropan-2-yl)benzyl)piperazin-1-yl)methanone), C(OC1=CC=C(C=C1)[N+](=O)[O-])(=O)Cl (4-nitrophenyl carbonochloridate), N[C@H]1CN(CC1)C(=O)OC(C)(C)C ((R)-tert-Butyl 3-aminopyrrolidine-1-carboxylate). Solvent: ClCCl (dichloromethane), ClCCl (dichloromethane). Reaction conditions: time 8 hour. The product is [Si](C)(C)(C(C)(C)C)OC(C(F)(F)F)(C(F)(F)F)C1=CC=C(CN2CCN(CC2)C(=O)C2=CC(=C(C=C2)NC(N[C@H]2CN(CC2)C(=O)OC(C)(C)C)=O)F)C=C1 ((R)-tert-Butyl 3-(3-(4-(4-(4-(2-(tert-butyldimethylsilyloxy)-1,1,1,3,3,3-hexafluoropropan-2-yl)benzyl)piperazine-1-carbonyl)-2-fluorophenyl)ureido)pyrrolidine-1-carboxylate). The yield is 55.2%. As a reaction SMILES: [NH2:1][C:2]1[CH:7]=[CH:6][C:5]([C:8]([N:10]2[CH2:15][CH2:14][N:13]([CH2:16][C:17]3[CH:22]=[CH:21][C:20]([C:23]([O:32][Si:33]([C:36]([CH3:39])([CH3:38])[CH3:37])([CH3:35])[CH3:34])([C:28]([F:31])([F:30])[F:29])[C:24]([F:27])([F:26])[F:25])=[CH:19][CH:18]=3)[CH2:12][CH2:11]2)=[O:9])=[CH:4][C:3]=1[F:40].[C:41](Cl)(=O)[O:42]C1C=CC([N+]([O-])=O)=CC=1.[NH2:54][C@@H:55]1[CH2:59][CH2:58][N:57]([C:60]([O:62][C:63]([CH3:66])([CH3:65])[CH3:64])=[O:61])[CH2:56]1>ClCCl>[Si:33]([O:32][C:23]([C:20]1[CH:19]=[CH:18][C:17]([CH2:16][N:13]2[CH2:14][CH2:15][N:10]([C:8]([C:5]3[CH:6]=[CH:7][C:2]([NH:1][C:41](=[O:42])[NH:54][C@@H:55]4[CH2:59][CH2:58][N:57]([C:60]([O:62][C:63]([CH3:66])([CH3:65])[CH3:64])=[O:61])[CH2:56]4)=[C:3]([F:40])[CH:4]=3)=[O:9])[CH2:11][CH2:12]2)=[CH:22][CH:21]=1)([C:24]([F:25])([F:26])[F:27])[C:28]([F:31])([F:29])[F:30])([C:36]([CH3:37])([CH3:39])[CH3:38])([CH3:34])[CH3:35]. Reported procedure: A solution of (4-amino-3-fluorophenyl)(4-(4-(2-(tert-butyldimethylsilyloxy)-1,1,1,3,3,3-hexafluoropropan-2-yl)benzyl)piperazin-1-yl)methanone (0.674 mmol, 400 mg) and 4-nitrophenyl carbonochloridate (0.674 mmol, 136 mg) in dichloromethane (10 mL) was stirred at room temperature for 30 minutes. (R)-tert-Butyl 3-aminopyrrolidine-1-carboxylate (2.021 mmol, 0.353 mL, 376 mg) was added and the reaction stirred at room temperature overnight. The reaction mixture was diluted with dichloromethane (10 mL... Reactants: FC([C@@H]1CC[C@H](CC1)NC(C1=C(C=C(C(=C1)[N+](=O)[O-])NC)Cl)=O)(F)F (N-(trans-4-trifluoromethyl-cyclohexyl)-2-chloro-4-methylamino-5-nitro-benzoic acid amide), CNCC1=CC=C(C=C1)F (N-methyl-N-(4-fluorobenzyl)amine), CC#N (MeCN). Run in O (water). The product is FC([C@@H]1CC[C@H](CC1)NC(C1=C(C=C(C(=C1)[N+](=O)[O-])NC)N(CC1=CC=C(C=C1)F)C)=O)(F)F (N-(trans-4-Trifluoromethyl-cyclohexyl)-2-[N-methyl-N-(4-fluorobenzyl)amino]-4-methylamino-5-nitro-benzoic acid amide). As a reaction SMILES: [F:1][C:2]([F:25])([F:24])[C@H:3]1[CH2:8][CH2:7][C@H:6]([NH:9][C:10](=[O:23])[C:11]2[CH:16]=[C:15]([N+:17]([O-:19])=[O:18])[C:14]([NH:20][CH3:21])=[CH:13][C:12]=2Cl)[CH2:5][CH2:4]1.[CH3:26][NH:27][CH2:28][C:29]1[CH:34]=[CH:33][C:32]([F:35])=[CH:31][CH:30]=1.CC#N>O>[F:1][C:2]([F:25])([F:24])[C@H:3]1[CH2:8][CH2:7][C@H:6]([NH:9][C:10](=[O:23])[C:11]2[CH:16]=[C:15]([N+:17]([O-:19])=[O:18])[C:14]([NH:20][CH3:21])=[CH:13][C:12]=2[N:27]([CH3:26])[CH2:28][C:29]2[CH:34]=[CH:33][C:32]([F:35])=[CH:31][CH:30]=2)[CH2:5][CH2:4]1. Procedure details: A mixture of N-(trans-4-trifluoromethyl-cyclohexyl)-2-chloro-4-methylamino-5-nitro-benzoic acid amide (60 mg, 0.158 mmol), N-methyl-N-(4-fluorobenzyl)amine (24 μL, 0.18 mmol) and MeCN (1 mL) is irradiated in a microwave oven for 45 min at 160° C., and after cooling diluted with water. The mixture is extracted with EtOAc, the combined organic phases are dried with Na2SO4, filtered and concentrated and directly used in the next step. Yield: 80 mg. Starting materials: FC1=C(C=C(C=C1)OCCC)F (1,2-difluoro-4-propoxy-benzene), C(C)(=O)O (acetic acid), O (water), CN(C=O)C (N,N-dimethyl-formamide). Reagents/catalysts: C(C)(C)NC(C)C.[Li] (lithium diisopropyl amine). Solvent: O1CCCC1 (tetrahydrofuran). Product: FC1=C(C=O)C(=CC=C1F)OCCC (2,3-difluoro-6-propoxy-benzaldehyde). The yield is 41.5%. Reaction SMILES: [F:1][C:2]1[CH:7]=[CH:6][C:5]([O:8][CH2:9][CH2:10][CH3:11])=[CH:4][C:3]=1[F:12].CN(C)[CH:15]=[O:16].C(O)(=O)C.O>O1CCCC1.C(NC(C)C)(C)C.[Li]>[F:12][C:3]1[C:2]([F:1])=[CH:7][CH:6]=[C:5]([O:8][CH2:9][CH2:10][CH3:11])[C:4]=1[CH:15]=[O:16] |f:5.6,^1:34|. Procedure: In a manner similar to the method described in example 52a, 1,2-difluoro-4-propoxy-benzene (17 g, 98.8 mmol) prepared in example 104a was reacted with lithium diisopropyl amine (59.2 mL, 2.0 M in THF, 0.118 mmol), N,N-dimethyl-formamide (9.17 mL, 0.118 mol) and quenched with acetic acid (23.7 g, 0.395 mol) and water (41.2 mL) in tetrahydrofuran to give 2,3-difluoro-6-propoxy-benzaldehyde as a yellow solid (Yield: 8.2 g, 42%). Yields the product COC1=CC=C(C=C1)CC1=CC=C(C(=O)OC)C=C1 (methyl 4-(4-methoxyphenylmethyl)benzoate). Reported procedure: To a mixture of sodium borohydride (2.27 g) and trifluoroacetic acid (50 ml), which was previously prepared under nitrgen atmosphere, was added a solution of 4-methoxycarbonyl-4'-methoxybenzophenone (2.70 g) and methylene chloride (30 ml) at room temperature. After reacting for 24 hours, the reaciton mixture was poured into ice-water, and methylene chloride layer was sepatated. Water layer was further extracted with methylene chloride (50 ml×2). RXN SMILES: [BH4-].[Na+].FC(F)(F)C(O)=O.[CH3:10][O:11][C:12]([C:14]1[CH:29]=[CH:28][C:17]([C:18]([C:20]2[CH:25]=[CH:24][C:23]([O:26][CH3:27])=[CH:22][CH:21]=2)=O)=[CH:16][CH:15]=1)=[O:13]>C(Cl)Cl>[CH3:27][O:26][C:23]1[CH:22]=[CH:21][C:20]([CH2:18][C:17]2[CH:28]=[CH:29][C:14]([C:12]([O:11][CH3:10])=[O:13])=[CH:15][CH:16]=2)=[CH:25][CH:24]=1 |f:0.1|. Run at time 24 hour. Run in C(Cl)Cl (methylene chloride), C(Cl)Cl (methylene chloride). Starting materials: COC(=O)C1=CC=C(C(=O)C2=CC=C(C=C2)OC)C=C1 (4-methoxycarbonyl-4'-methoxybenzophenone), [BH4-].[Na+] (sodium borohydride), FC(C(=O)O)(F)F (trifluoroacetic acid), ice water.